From a dataset of the Open Reaction Database (ORD), a public repository of structured organic reaction records. describe an organic reaction: reactants, conditions, products, and yield Starting materials: NC1=NC2=CC(=C(C=C2C(=C1)O)OC)OC (2-amino-6,7-dimethoxy-quinolin-4-ol), COC=1C=C2C(=CC(=NC2=CC1OC)SC)OC1=C(C=C(C=C1)N)F (4-(6,7-dimethoxy-2-methylsulfanyl-quinolin-4-yloxy)-3-fluoro-phenylamine). Yields the product NC1=CC(=C(OC2=CC(=NC3=CC(=C(C=C23)OC)OC)N)C=C1)F (4-(4-Amino-2-fluoro-phenoxy)-6,7-dimethoxy-quinolin-2-ylamine), solid. The yield is 4.0%. Reaction SMILES: [NH2:1][C:2]1[CH:11]=[C:10]([OH:12])[C:9]2[C:4](=[CH:5][C:6]([O:15][CH3:16])=[C:7]([O:13][CH3:14])[CH:8]=2)[N:3]=1.COC1C=C2C(=CC=1OC)N=C(SC)C=C2O[C:34]1[CH:39]=[CH:38][C:37]([NH2:40])=[CH:36][C:35]=1[F:41]>>[NH2:40][C:37]1[CH:38]=[CH:39][C:34]([O:12][C:10]2[C:9]3[C:4](=[CH:5][C:6]([O:15][CH3:16])=[C:7]([O:13][CH3:14])[CH:8]=3)[N:3]=[C:2]([NH2:1])[CH:11]=2)=[C:35]([F:41])[CH:36]=1. Reported procedure: 4-(4-Amino-2-fluoro-phenoxy)-6,7-dimethoxy-quinolin-2-ylamine was synthesized from 2-amino-6,7-dimethoxy-quinolin-4-ol in a similar manner as 4-(6,7-dimethoxy-2-methylsulfanyl-quinolin-4-yloxy)-3-fluoro-phenylamine, and obtained as a white solid (4.0% yield). LCMS: m/z 330 (M+H)+. Starting materials: C(C=CC1=CC=CC=C1)=O (cinnamaldehyde), C(C)(=O)[O-].[K+] (potassium acetate). Reagents/catalysts: [Pd] (Pd). Solvent: O (water). Yields the product C1(=CC=CC=C1)CCC=O (3-phenylpropanal). As a reaction SMILES: [CH:1](=[O:10])[CH:2]=[CH:3][C:4]1[CH:9]=[CH:8][CH:7]=[CH:6][CH:5]=1.C([O-])(=O)C.[K+]>[Pd].O>[C:4]1([CH2:3][CH2:2][CH:1]=[O:10])[CH:9]=[CH:8][CH:7]=[CH:6][CH:5]=1 |f:1.2|. Reported procedure: hydrogenating cinnamaldehyde using a Pd-containing catalyst, said hydrogenation being carried out in the presence of potassium acetate, and in the presence of 1-wt. % water, and said hydrogenation being carried out in the absence of a solvent, whereby 3-phenylpropanal is obtained; Starting materials: ClCl.C(Cl)(Cl)(Cl)Cl (Cl2 CCl4), COC(=O)C=1C(CSC1)OC (3-methoxy-dihydrothiophene-4-carboxylic acid methyl ester). Solvent: C(Cl)(Cl)(Cl)Cl (CCl4). Conditions: time 1 hour. Product: COC(=O)C=1C(=CSC1)OC (3-methoxythiophene-4-carboxylic acid methyl ester). Isolated yield 93.0%. As a reaction SMILES: ClCl.C(Cl)(Cl)(Cl)Cl.[CH3:8][O:9][C:10]([C:12]1[CH:13]([O:17][CH3:18])[CH2:14][S:15][CH:16]=1)=[O:11]>C(Cl)(Cl)(Cl)Cl>[CH3:8][O:9][C:10]([C:12]1[C:13]([O:17][CH3:18])=[CH:14][S:15][CH:16]=1)=[O:11] |f:0.1|. Procedure: 15 Parts by volume of a Cl2 /CCl4 solution (7.1 parts of chlorine in 100 parts of CCl4) are added in the course of 10 minutes to a solution, cooled to 0° C., of 1.74 parts of 3-methoxy-dihydrothiophene-4-carboxylic acid methyl ester in 15 parts by volume of CCl4. The mixture is kept at 0° C. for one hour. The end product is isolated from the reaction mixture by the method described in Example 1c. 1.6 parts (93% of theory) of 3-methoxythiophene-4-carboxylic acid methyl ester of melting point 66°-... The reactants are COC1=C(C=CC(=C1)O)C1=NC2=NC=NC=C2N1 (8-(2'-methoxy-4'-hydroxy-phenyl)-purine), C(C)S(=O)(=O)Cl (ethanesulfonic acid chloride). The product is COC1=C(C=CC(=C1)OS(=O)(=O)CC)C1=NC2=NC=NC=C2N1 (8-(2'-Methoxy-4'-ethanesulfonyloxy-phenyl)-purine). As a reaction SMILES: [CH3:1][O:2][C:3]1[CH:8]=[C:7]([OH:9])[CH:6]=[CH:5][C:4]=1[C:10]1[NH:18][C:17]2[C:12](=[N:13][CH:14]=[N:15][CH:16]=2)[N:11]=1.[CH2:19]([S:21](Cl)(=[O:23])=[O:22])[CH3:20]>>[CH3:1][O:2][C:3]1[CH:8]=[C:7]([O:9][S:21]([CH2:19][CH3:20])(=[O:23])=[O:22])[CH:6]=[CH:5][C:4]=1[C:10]1[NH:18][C:17]2[C:12](=[N:13][CH:14]=[N:15][CH:16]=2)[N:11]=1. Procedure details: Prepared analogously to Example 1 from 8-(2'-methoxy-4'-hydroxy-phenyl)-purine and ethanesulfonic acid chloride. RXN SMILES: [CH3:17][CH2:18][OH:19].[NH3:16].[c:1]1(-[c:10]2[cH:11][cH:12][cH:13][cH:14][cH:15]2)[c:2]([N:7]=[C:8]=[S:9])[cH:3][cH:4][cH:5][cH:6]1>>[c:1]1(-[c:10]2[cH:11][cH:12][cH:13][cH:14][cH:15]2)[c:2]([NH:7][C:8](=[S:9])[NH2:16])[cH:3][cH:4][cH:5][cH:6]1. The product is NC(=S)Nc1ccccc1-c1ccccc1. Starting materials: CCO, N, S=C=Nc1ccccc1-c1ccccc1.